This data is from the Open Reaction Database (ORD), a public repository of structured organic reaction records. The task is: describe an organic reaction: reactants, conditions, products, and yield Reactants: CCN(C(C)C)C(C)C, Fc1ccc(C(c2ccc(F)cc2)N2CCNCC2)cc1, O=S(=O)(CCCCCCCl)NCCCCO. Product: O=S(=O)(CCCCCCN1CCN(C(c2ccc(F)cc2)c2ccc(F)cc2)CC1)NCCCCO. RXN SMILES: [CH2:38]([N:39]([CH:40]([CH3:41])[CH3:42])[CH:43]([CH3:44])[CH3:45])[CH3:46].[F:1][c:2]1[cH:3][cH:4][c:5]([CH:8]([N:9]2[CH2:10][CH2:11][NH:12][CH2:13][CH2:14]2)[c:15]2[cH:16][cH:17][c:18]([F:21])[cH:19][cH:20]2)[cH:6][cH:7]1.[OH:22][CH2:23][CH2:24][CH2:25][CH2:26][NH:27][S:28](=[O:29])(=[O:30])[CH2:31][CH2:32][CH2:33][CH2:34][CH2:35][CH2:36][Cl:37]>>[F:1][c:2]1[cH:3][cH:4][c:5]([CH:8]([N:9]2[CH2:10][CH2:11][N:12]([CH2:36][CH2:35][CH2:34][CH2:33][CH2:32][CH2:31][S:28]([NH:27][CH2:26][CH2:25][CH2:24][CH2:23][OH:22])(=[O:29])=[O:30])[CH2:13][CH2:14]2)[c:15]2[cH:16][cH:17][c:18]([F:21])[cH:19][cH:20]2)[cH:6][cH:7]1. The reactants are ( II ), Compound ( II ), NC1=CC=CC=C1 (aniline), C1(C=2C(C(=O)O1)=CC=CC2)=O (phthalic anhydride). The product is C1(=CC=CC=C1)N1C(C=2C(C1=O)=CC=CC2)=O (N-phenylphthalimide). RXN SMILES: [NH2:1][C:2]1[CH:7]=[CH:6][CH:5]=[CH:4][CH:3]=1.[C:8]1(=O)[O:13][C:11](=[O:12])[C:10]2=[CH:14][CH:15]=[CH:16][CH:17]=[C:9]12>>[C:2]1([N:1]2[C:11](=[O:12])[C:10]3=[CH:14][CH:15]=[CH:16][CH:17]=[C:9]3[C:8]2=[O:13])[CH:7]=[CH:6][CH:5]=[CH:4][CH:3]=1. Reported procedure: Phenylphthalimidine of the formula (II) [L. Butula, D. Kolbah and I. Butula, Croat. Chem. Acta, 44 (4), 481, (1972),], which is a starting compound of the method of this invention, may be produced according to conventional methods. For example, Compound (II) is preferably produced in a high yield by heating aniline and phthalic anhydride in the absence of a solvent to give N-phenylphthalimide in an almost quantitative yield, and then subjecting the obtained N-phenylphthalimide to reduction with ... Reactants: Cl (hydrochloric acid), [H][H] (hydrogen), NCC1C(C=2C(=C3C=CC(NC3=C(C2)C)=O)O1)CO ((2RS,3SR)-2-Aminomethyl-3-hydroxymethyl-5-methyl-2,3,6,7-tetrahydrofuro-[2,3-f]quinoline-7-one). Reagents/catalysts: [Pd] (palladium-on-carbon). Solvent: CO (methanol), O (water). The product is NCC1C(C=2C(=C3CCC(NC3=C(C2)C)=O)O1)CO ((2RS,3SR)-2-Aminomethyl-3-hydroxymethyl-5-methyl-2,3,6,7,8,9-hexahydrofuro-[2,3-f]quinoline-7-one). Isolated yield 77.3%. Reaction SMILES: [NH2:1][CH2:2][CH:3]1[O:17][C:6]2=[C:7]3[C:12](=[C:13]([CH3:15])[CH:14]=[C:5]2[CH:4]1[CH2:18][OH:19])[NH:11][C:10](=[O:16])[CH:9]=[CH:8]3.[H][H].Cl>O.CO.[Pd]>[NH2:1][CH2:2][CH:3]1[O:17][C:6]2=[C:7]3[C:12](=[C:13]([CH3:15])[CH:14]=[C:5]2[CH:4]1[CH2:18][OH:19])[NH:11][C:10](=[O:16])[CH2:9][CH2:8]3. Procedure: (2RS,3SR)-2-Aminomethyl-3-hydroxymethyl-5-methyl-2,3,6,7-tetrahydrofuro-[2,3-f]quinoline-7-one (550.0 mg, 2.12 mmol) was dissolved in water (50 ml). To the solution, 10% palladium-on-carbon (500 mg) was added, followed by stirring at 80° C. for 2 hours in the atmosphere of hydrogen. The reaction mixture was filtered, and the filtrate was condensed under reduced pressure, and the residue was dissolved in methanol. HCl--methanol solution was added thereto to convert the mixture to a hydrochloric a... Reactants: COC(C1=CC=C(C=C1)C1CCC(CC1)=O)=O (4-(4-oxo-cyclohexyl)-benzoic acid methyl ester), N1CC(C1)NC(=O)CNC(C1=CC(=CC=C1)C(F)(F)F)=O (N-(azetidin-3-ylcarbamoylmethyl)-3-trifluoromethyl-benzamide). Yields the product COC(C1=CC=C(C=C1)C1CCC(CC1)N1CC(C1)NC(CNC(C1=CC(=CC=C1)C(F)(F)F)=O)=O)=O (4-(4-{3-[2-(3-Trifluoromethyl-benzoylamino)-acetylamino]-azetidin-1-yl}-cyclohexyl)-benzoic acid methyl ester). RXN SMILES: [CH3:1][O:2][C:3](=[O:17])[C:4]1[CH:9]=[CH:8][C:7]([CH:10]2[CH2:15][CH2:14][C:13](=O)[CH2:12][CH2:11]2)=[CH:6][CH:5]=1.[NH:18]1[CH2:21][CH:20]([NH:22][C:23]([CH2:25][NH:26][C:27](=[O:38])[C:28]2[CH:33]=[CH:32][CH:31]=[C:30]([C:34]([F:37])([F:36])[F:35])[CH:29]=2)=[O:24])[CH2:19]1>>[CH3:1][O:2][C:3](=[O:17])[C:4]1[CH:9]=[CH:8][C:7]([CH:10]2[CH2:15][CH2:14][CH:13]([N:18]3[CH2:21][CH:20]([NH:22][C:23](=[O:24])[CH2:25][NH:26][C:27](=[O:38])[C:28]4[CH:33]=[CH:32][CH:31]=[C:30]([C:34]([F:36])([F:37])[F:35])[CH:29]=4)[CH2:19]3)[CH2:12][CH2:11]2)=[CH:6][CH:5]=1. Reported procedure: The title compound was prepared as a white solid by reductive amination of 4-(4-oxo-cyclohexyl)-benzoic acid methyl ester (as prepared in the previous step) and N-(azetidin-3-ylcarbamoylmethyl)-3-trifluoromethyl-benzamide (as prepared in step B of Example 4) using the procedure described in Step C of Example 4. Reactants: CCOC(=O)CNCCNS(=O)(=O)c1nnc(-c2ccc(Cl)cc2[N+](=O)[O-])s1, O=C(O)Cn1ccc(NC(=O)OC(c2ccccc2)c2ccccc2)nc1=O. The product is CCOC(=O)CN(CCNS(=O)(=O)c1nnc(-c2ccc(Cl)cc2[N+](=O)[O-])s1)C(=O)Cn1ccc(NC(=O)OC(c2ccccc2)c2ccccc2)nc1=O. Reaction SMILES: [CH2:1]([CH3:2])[O:3][C:4]([CH2:5][NH:6][CH2:7][CH2:8][NH:9][S:10](=[O:11])(=[O:12])[c:13]1[s:14][c:15](-[c:18]2[c:19]([N+:25](=[O:26])[O-:27])[cH:20][c:21]([Cl:24])[cH:22][cH:23]2)[n:16][n:17]1)=[O:28].[CH:29]([c:30]1[cH:31][cH:32][cH:33][cH:34][cH:35]1)([c:36]1[cH:37][cH:38][cH:39][cH:40][cH:41]1)[O:42][C:43](=[O:44])[NH:45][c:46]1[n:47][c:48](=[O:56])[n:49]([CH2:52][C:53](=[O:54])[OH:55])[cH:50][cH:51]1>>[CH2:1]([CH3:2])[O:3][C:4]([CH2:5][N:6]([CH2:7][CH2:8][NH:9][S:10](=[O:11])(=[O:12])[c:13]1[s:14][c:15](-[c:18]2[c:19]([N+:25](=[O:26])[O-:27])[cH:20][c:21]([Cl:24])[cH:22][cH:23]2)[n:16][n:17]1)[C:53]([CH2:52][n:49]1[c:48](=[O:56])[n:47][c:46]([NH:45][C:43]([O:42][CH:29]([c:30]2[cH:31][cH:32][cH:33][cH:34][cH:35]2)[c:36]2[cH:37][cH:38][cH:39][cH:40][cH:41]2)=[O:44])[cH:51][cH:50]1)=[O:54])=[O:28].